Dataset: the Open Reaction Database (ORD), a public repository of structured organic reaction records. Task: describe an organic reaction: reactants, conditions, products, and yield Starting materials: CO, Cl, CCOC(=O)C(Cc1cccc(OCC(F)(F)F)c1)C(O)c1ccc(F)cc1, [Na+], [OH-]. The product is O=C(O)C(Cc1cccc(OCC(F)(F)F)c1)C(O)c1ccc(F)cc1. As a reaction SMILES: [CH3:32][OH:33].[ClH:31].[F:1][c:2]1[cH:3][cH:4][c:5]([CH:8]([CH:9]([C:10](=[O:11])[O:12][CH2:13][CH3:14])[CH2:15][c:16]2[cH:17][c:18]([O:22][CH2:23][C:24]([F:25])([F:26])[F:27])[cH:19][cH:20][cH:21]2)[OH:28])[cH:6][cH:7]1.[Na+:30].[OH-:29]>>[F:1][c:2]1[cH:3][cH:4][c:5]([CH:8]([CH:9]([C:10](=[O:11])[OH:12])[CH2:15][c:16]2[cH:17][c:18]([O:22][CH2:23][C:24]([F:25])([F:26])[F:27])[cH:19][cH:20][cH:21]2)[OH:28])[cH:6][cH:7]1. Starting materials: C(C)(C)(C)OC(=O)N1CCC2(CCN(C2=O)C2=C(C=C(C=C2)C2CCC(CC2)OS(=O)(=O)C)F)CC1 (2-[2-Fluoro-4-(4-methanesulfonyloxy-cyclohexyl)-phenyl]-1-oxo-2,8-diaza-spiro[4.5]decane-8-carboxylic acid tert-butyl ester), C(C)(C)(C)OC(=O)N1CCC2(CCN(C2=O)C2=C(C=C(C=C2)C2CCC(CC2)OS(=O)(=O)C)F)CC1 (2-[2-Fluoro-4-(4-methanesulfonyloxy-cyclohexyl)-phenyl]-1-oxo-2,8-diaza-spiro[4.5]decane-8-carboxylic acid tert-butyl ester), C[C@H]1NCCC1 ((R)-2-methyl-pyrrolidine). Product: C(C)(C)(C)OC(=O)N1CCC2(CCN(C2=O)C2=C(C=C(C=C2)C2CCC(CC2)N2[C@@H](CCC2)C)F)CC1 (2-{2-Fluoro-4-[4-((R)-2-methyl-pyrrolidin-1-yl)-cyclohexyl]-phenyl}-1-oxo-2,8-diaza-spiro[4.5]decane-8-carboxylic acid tert-butyl ester), compound. Isolated yield 67.0%. RXN SMILES: [C:1]([O:5][C:6]([N:8]1[CH2:36][CH2:35][C:11]2([C:15](=[O:16])[N:14]([C:17]3[CH:22]=[CH:21][C:20]([CH:23]4[CH2:28][CH2:27][CH:26](OS(C)(=O)=O)[CH2:25][CH2:24]4)=[CH:19][C:18]=3[F:34])[CH2:13][CH2:12]2)[CH2:10][CH2:9]1)=[O:7])([CH3:4])([CH3:3])[CH3:2].[CH3:37][C@@H:38]1[CH2:42][CH2:41][CH2:40][NH:39]1>>[C:1]([O:5][C:6]([N:8]1[CH2:9][CH2:10][C:11]2([C:15](=[O:16])[N:14]([C:17]3[CH:22]=[CH:21][C:20]([CH:23]4[CH2:28][CH2:27][CH:26]([N:39]5[CH2:40][CH2:41][CH2:42][C@H:38]5[CH3:37])[CH2:25][CH2:24]4)=[CH:19][C:18]=3[F:34])[CH2:13][CH2:12]2)[CH2:35][CH2:36]1)=[O:7])([CH3:4])([CH3:2])[CH3:3]. Procedure details: The title compound was synthesized in the same manner as Example 13 by condensing 2-[2-fluoro-4-(4-methanesulfonyloxy-cyclohexyl)-phenyl]-1-oxo-2,8-diaza-spiro[4.5]decane-8-carboxylic acid tert-butyl ester (Intermediate 28) (150 mg, 0.3 mmol, 1 equiv.) with (R)-2-methyl-pyrrolidine (101.2 mg, 1.19 mmol) to obtain 45 mg (67% yield) of the compound. Starting materials: hydrochloride salt, CC1=CC=C(C=C1)S(=O)(=O)OCC1OC2=C(C1)C=C(C=C2C2=C(C=C(C=C2)Cl)Cl)C ((±)-[7-(2,4-dichlorophenyl) 5-methyl-2,3-dihydro-1-benzofuran-2-yl]methyl 4-methylbenzenesulfonate), CN (methylamine). Product: ClC1=C(C=CC(=C1)Cl)C1=CC(=CC=2CC(OC21)CNC)C ((±)-{[7-(2,4-dichlorophenyl)-5-methyl-2,3-dihydro-1-benzofuran-2-yl]methyl}methylamine). As a reaction SMILES: CC1C=CC(S(O[CH2:12][CH:13]2[CH2:17][C:16]3[CH:18]=[C:19]([CH3:30])[CH:20]=[C:21]([C:22]4[CH:27]=[CH:26][C:25]([Cl:28])=[CH:24][C:23]=4[Cl:29])[C:15]=3[O:14]2)(=O)=O)=CC=1.[CH3:31][NH2:32]>>[Cl:29][C:23]1[CH:24]=[C:25]([Cl:28])[CH:26]=[CH:27][C:22]=1[C:21]1[C:15]2[O:14][CH:13]([CH2:12][NH:32][CH3:31])[CH2:17][C:16]=2[CH:18]=[C:19]([CH3:30])[CH:20]=1. Procedure details: The title compound was prepared (0.029 g, 14%) following the general procedure of Example 390 as a white solid, hydrochloride salt from (±)-[7-(2,4-dichlorophenyl) 5-methyl-2,3-dihydro-1-benzofuran-2-yl]methyl 4-methylbenzenesulfonate (0.26 g, 0.56 mmol) and methylamine (0.174 g, 5.6 mmol). mp 169-171° C. The reactants are CC(C)(C)c1nc(C2CC2)cc(N2CCN(CCCCl)CC2)n1, CN(C)C=O, [I-], [Li+], [Na+], [OH-], Sc1ncccn1. Product: CC(C)(C)c1nc(C2CC2)cc(N2CCN(CCCSc3ncccn3)CC2)n1. RXN SMILES: [C:12]([CH3:13])([CH3:14])([CH3:15])[c:16]1[n:17][c:18]([CH:32]2[CH2:33][CH2:34]2)[cH:19][c:20]([N:22]2[CH2:23][CH2:24][N:25]([CH2:28][CH2:29][CH2:30][Cl:31])[CH2:26][CH2:27]2)[n:21]1.[CH3:35][N:36]([CH3:37])[CH:38]=[O:39].[I-:11].[Li+:8].[Na+:10].[OH-:9].[SH:1][c:2]1[n:3][cH:4][cH:5][cH:6][n:7]1>>[S:1]([c:2]1[n:3][cH:4][cH:5][cH:6][n:7]1)[CH2:30][CH2:29][CH2:28][N:25]1[CH2:24][CH2:23][N:22]([c:20]2[cH:19][c:18]([CH:32]3[CH2:33][CH2:34]3)[n:17][c:16]([C:12]([CH3:13])([CH3:14])[CH3:15])[n:21]2)[CH2:27][CH2:26]1. The reactants are COC1=CC=C(C=C1)C1=NC(NN=C1C1=CC=C(C=C1)OC)=O (5,6-bis-(4-methoxyphenyl)-1,2,4-triazin-3-one), C([O-])([O-])=O.[K+].[K+] (potassium carbonate), ICCCCC (iodopentane), CN(C)C=O (DMF). The solvent is O (water). Run at time 6 hour. Yields the product C(CCCC)N1N=C(C(=NC1=O)C1=CC=C(C=C1)OC)C1=CC=C(C=C1)OC (2-n-pentyl-5,6-bis-(4-methoxyphenyl)-1,2,4-triazin-3-one). The yield is 15.3%. Reaction SMILES: [CH3:1][O:2][C:3]1[CH:8]=[CH:7][C:6]([C:9]2[C:14]([C:15]3[CH:20]=[CH:19][C:18]([O:21][CH3:22])=[CH:17][CH:16]=3)=[N:13][NH:12][C:11](=[O:23])[N:10]=2)=[CH:5][CH:4]=1.C(=O)([O-])[O-].[K+].[K+].I[CH2:31][CH2:32][CH2:33][CH2:34][CH3:35].CN(C=O)C>O>[CH2:31]([N:12]1[C:11](=[O:23])[N:10]=[C:9]([C:6]2[CH:7]=[CH:8][C:3]([O:2][CH3:1])=[CH:4][CH:5]=2)[C:14]([C:15]2[CH:20]=[CH:19][C:18]([O:21][CH3:22])=[CH:17][CH:16]=2)=[N:13]1)[CH2:32][CH2:33][CH2:34][CH3:35] |f:1.2.3|. Procedure details: A mixture of 5,6-bis-(4-methoxyphenyl)-1,2,4-triazin-3-one (2.14 g, 6.9 mmol), freshly ground potassium carbonate (1.45 g, 10.5 mmol), 1.43 g of iodopentane (7.2 mmol) and 11 mL of DMF were stirred at room temperature for 6 hours. The reaction mixture was diluted with water and extracted twice with ethyl acetate. The organic phase was washed with water and brine, dried over magnesium sulfate and stripped. Column chromatography gave 0.4 g of Compound 8. Starting materials: C(C)(C)(C)C=1C=C(C=C2C(NCS2)=O)C=C(C1O)C(C)(C)C (5-(3,5-Di-tert-butyl-4-hydroxybenzylidene)thiazolidin-4-one), ClS(=O)(=O)N=C=O (chlorosulfonyl isocyanate). Run in C1(=CC=CC=C1)C (toluene), C1(=CC=CC=C1)C (toluene). Conditions: temperature 90 celsius. The product is C(N)(=O)N1CSC(C1=O)=CC1=CC(=C(C(=C1)C(C)(C)C)O)C(C)(C)C (N-carbamoyl-5-(3,5-di-tert-butyl-4-hydroxy-benzylidene)thiazolidin-4-one). Isolated yield 69.3%. RXN SMILES: [C:1]([C:5]1[CH:6]=[C:7]([CH:15]=[C:16]([C:19]([CH3:22])([CH3:21])[CH3:20])[C:17]=1[OH:18])[CH:8]=[C:9]1[S:13][CH2:12][NH:11][C:10]1=[O:14])([CH3:4])([CH3:3])[CH3:2].ClS([N:27]=[C:28]=[O:29])(=O)=O>C1(C)C=CC=CC=1>[C:28]([N:11]1[C:10](=[O:14])[C:9](=[CH:8][C:7]2[CH:6]=[C:5]([C:1]([CH3:4])([CH3:3])[CH3:2])[C:17]([OH:18])=[C:16]([C:19]([CH3:22])([CH3:21])[CH3:20])[CH:15]=2)[S:13][CH2:12]1)(=[O:29])[NH2:27]. Procedure: 5-(3,5-Di-tert-butyl-4-hydroxybenzylidene)thiazolidin-4-one (479 mg, 1.5 mmole) described in Kokai 62-42977 was suspended in dried toluene (3 ml), to which chlorosulfonyl isocyanate (144 μl;1.65 mmole) was added with stirring under nitrogen atmosphere, to obtain a transparent solution of orange color. Furthermore, the solution was heated at 90° C. for 10 min., from which toluene was evaporated under reduced pressure, then 3.6 ml of mixed solution of acetic acid and water (2:1) was added thereto.... Reactants: O=C(Cl)C1CC1, C1CCOC1, c1c[nH]cn1. Product: O=C(C1CC1)n1ccnc1. RXN SMILES: [CH:1]1([C:4](=[O:5])[Cl:6])[CH2:2][CH2:3]1.[O:12]1[CH2:13][CH2:14][CH2:15][CH2:16]1.[nH:7]1[cH:8][n:9][cH:10][cH:11]1>>[CH:1]1([C:4](=[O:5])[n:7]2[cH:8][n:9][cH:10][cH:11]2)[CH2:2][CH2:3]1. Starting materials: CS(=O)(=O)c1ccc(-c2ccc(OCC3CCNCC3)cc2)cc1, CCN(C(C)C)C(C)C, CC(C)OC(=O)Cl, ClCCl, Cl. The product is CC(C)OC(=O)N1CCC(COc2ccc(-c3ccc(S(C)(=O)=O)cc3)cc2)CC1. Reaction SMILES: [CH3:11][S:12](=[O:13])(=[O:14])[c:15]1[cH:16][cH:17][c:18](-[c:21]2[cH:22][cH:23][c:24]([O:27][CH2:28][CH:29]3[CH2:30][CH2:31][NH:32][CH2:33][CH2:34]3)[cH:25][cH:26]2)[cH:19][cH:20]1.[CH:1]([N:2]([CH:3]([CH3:4])[CH3:5])[CH2:6][CH3:7])([CH3:8])[CH3:9].[Cl:35][C:36](=[O:37])[O:38][CH:39]([CH3:40])[CH3:41].[Cl:42][CH2:43][Cl:44].[ClH:10]>>[CH3:11][S:12](=[O:13])(=[O:14])[c:15]1[cH:16][cH:17][c:18](-[c:21]2[cH:22][cH:23][c:24]([O:27][CH2:28][CH:29]3[CH2:30][CH2:31][N:32]([C:36](=[O:37])[O:38][CH:39]([CH3:40])[CH3:41])[CH2:33][CH2:34]3)[cH:25][cH:26]2)[cH:19][cH:20]1. Reactants: C(C)OC([C@H](CC1=CC=C(C=C1)NS(=O)(=O)C)NC(=O)OC(C)(C)C)=O ((S)-Ethyl-2-tert-butyloxycarbonylamino-3-(4-methanesulfonylaminophenyl)propionate), Cl (HCl). Solvent: O1CCOCC1 (dioxane). Run at time 8 hour. Product: Cl.C(C)OC([C@H](CC1=CC=C(C=C1)NS(=O)(=O)C)N)=O ((S)-Ethyl-2-amino-3-(4-methanesulfonylaminophenyl)propionate hydrochloride). The yield is 100.0%. Reaction SMILES: [CH2:1]([O:3][C:4](=[O:26])[C@@H:5]([NH:18]C(OC(C)(C)C)=O)[CH2:6][C:7]1[CH:12]=[CH:11][C:10]([NH:13][S:14]([CH3:17])(=[O:16])=[O:15])=[CH:9][CH:8]=1)[CH3:2].[ClH:27]>O1CCOCC1>[ClH:27].[CH2:1]([O:3][C:4](=[O:26])[C@@H:5]([NH2:18])[CH2:6][C:7]1[CH:8]=[CH:9][C:10]([NH:13][S:14]([CH3:17])(=[O:15])=[O:16])=[CH:11][CH:12]=1)[CH3:2] |f:3.4|. Procedure details: (S)-Ethyl-2-tert-butyloxycarbonylamino-3-(4-methanesulfonylaminophenyl)propionate (3.00 g, 7.76 mmol) was dissolved in a solution of 4 N HCl in dioxane (10 mL). The bright orange solution was allowed to stir at room temperature overnight. The solvent was then evaporated and the residue azeotroped with toluene, furnishing the product as a bright peach solid (2.5 g, 100%). The reactants are O1C(COC2=C1C=CC=C2)CCN (2-(2,3 dihydrobenzo[1,4]dioxin-2-yl)ethylamine), S(=O)(=O)(N)N (sulfamide). Solvent: O1CCOCC1 (dioxane). Product: O1C(COC2=C1C=CC=C2)CCNS(=O)(=O)N (2-(2,3-Dihydro-benzo[1,4]dioxin-2-yl)-ethylsulfamide). RXN SMILES: [O:1]1[C:6]2[CH:7]=[CH:8][CH:9]=[CH:10][C:5]=2[O:4][CH2:3][CH:2]1[CH2:11][CH2:12][NH2:13].[S:14](N)([NH2:17])(=[O:16])=[O:15]>O1CCOCC1>[O:1]1[C:6]2[CH:7]=[CH:8][CH:9]=[CH:10][C:5]=2[O:4][CH2:3][CH:2]1[CH2:11][CH2:12][NH:13][S:14]([NH2:17])(=[O:16])=[O:15]. Procedure: The crude 2-(2,3 dihydrobenzo[1,4]dioxin-2-yl)ethylamine in dioxane (100 mL) was combined with sulfamide (3.0 g, 31 mmol) and heated to reflux for 2 h. The solution was cooled and evaporated in vacuo to yield an orange solid, which was purified by column chromatography (DCM:MeOH—10:1) to yield a white solid. The solid was re-crystallized from DCM to yield the title compound as a solid.